This data is from the Open Reaction Database (ORD), a public repository of structured organic reaction records. The task is: describe an organic reaction: reactants, conditions, products, and yield Reactants: C(#N)C=1C=C(C=CC1)C1=C(C(=NN1)C(=O)OCC)C (ethyl 5-(3-cyanophenyl)-4-methyl-1H-pyrazole-3-carboxylate), [Li+].[OH-] (LiOH), C1CCOC1 (THF), O (water), Cl (HCl). Solvent: CO (MeOH). Run at time 8 hour. Product: C(#N)C=1C=C(C=CC1)C1=NN(C(=C1)C(=O)O)C (3-(3-cyanophenyl)-1-methyl-1H-pyrazole-5-carboxylic acid). The yield is 52.6%. As a reaction SMILES: [C:1]([C:3]1[CH:4]=[C:5]([C:9]2[NH:13][N:12]=[C:11]([C:14]([O:16]CC)=[O:15])[C:10]=2C)[CH:6]=[CH:7][CH:8]=1)#[N:2].[Li+].[OH-].O.Cl.[CH2:24]1COCC1>CO>[C:1]([C:3]1[CH:4]=[C:5]([C:9]2[CH:10]=[C:11]([C:14]([OH:16])=[O:15])[N:12]([CH3:24])[N:13]=2)[CH:6]=[CH:7][CH:8]=1)#[N:2] |f:1.2|. Procedure details: To a solution of ethyl 5-(3-cyanophenyl)-4-methyl-1H-pyrazole-3-carboxylate (100 mg, 392 μmol, Eq: 1.00) in THF (5 ml) in MeOH (1.00 ml) was added LiOH 1M (2.35 ml, 2.35 mmol, Eq: 6). The mixture was stirred overnight. To the residue was added water and HCl 1N (pH:1), this aqueous phase was extracted two times with ethyl acetate, the resulting organic layers were combined and washed with brine, dried over MgSO4, filtered and concentrated in vacuo to afford the desired compound (52 mg, 52.6%) as ... Starting materials: ClC1=NC=C(C=C1)N (2-Chloro-5-aminopyridine), BrCCN1C(C=2C(C1=O)=CC=CC2)=O (N-(2-bromoethyl)phthalimide). Run in CO (methanol). Reaction conditions: temperature 120 celsius, time 30 minute. Yields the product title product, ClC1=CC=C(C=N1)NCCN1C(C=2C(C1=O)=CC=CC2)=O (N-(N-(6-chloro-3-pyridyl)-2-aminoethyl)phthalimide). RXN SMILES: [Cl:1][C:2]1[CH:7]=[CH:6][C:5]([NH2:8])=[CH:4][N:3]=1.Br[CH2:10][CH2:11][N:12]1[C:16](=[O:17])[C:15]2=[CH:18][CH:19]=[CH:20][CH:21]=[C:14]2[C:13]1=[O:22]>CO>[Cl:1][C:2]1[N:3]=[CH:4][C:5]([NH:8][CH2:10][CH2:11][N:12]2[C:16](=[O:17])[C:15]3=[CH:18][CH:19]=[CH:20][CH:21]=[C:14]3[C:13]2=[O:22])=[CH:6][CH:7]=1. Reported procedure: 2-Chloro-5-aminopyridine (12.85 g, 0.1 mol) and N-(2-bromoethyl)phthalimide (25.4 g, 0.1 mol) were stirred together at ambient temperature (20° C.). The resulting mixture was heated to 120° C. and held at that temperature for 30 minutes whilst vigorous stirring was maintained. The mixture was allowed to cool, and when the temperature had reduced to 60° C., methanol (250 ml) was added and stirring was maintained until a homogeneous solution was obtained. The solution was then cooled to ambient te...